describe an organic reaction: reactants, conditions, products, and yield From a dataset of the Open Reaction Database (ORD), a public repository of structured organic reaction records. Reactants: C(CC)[C@@H]1[C@H](O1)C(=O)OC (methyl (2S,3R)-3-propyl-2-oxiranecarboxylate), C(C)#N (Acetonitrile), C(O)([O-])=O.[Na+] (sodium hydrogencarbonate). Run at temperature 5 celsius, time 6 hour. Product: CC=1O[C@@H]([C@@H](N1)CCC)C(=O)OC (methyl (4S,5S)-2-methyl-4-propyl-4,5-dihydro-1,3-oxazole-5-carboxylate). The yield is 76.0%. As a reaction SMILES: [CH2:1]([C@H:4]1[O:6][C@@H:5]1[C:7]([O:9][CH3:10])=[O:8])[CH2:2][CH3:3].C(=O)([O-])O.[Na+].[C:16](#[N:18])[CH3:17]>>[CH3:17][C:16]1[O:6][C@H:5]([C:7]([O:9][CH3:10])=[O:8])[C@H:4]([CH2:1][CH2:2][CH3:3])[N:18]=1 |f:1.2|. Reported procedure: Acetonitrile (15 ml) was added to methyl (2S,3R)-3-propyl-2-oxiranecarboxylate (1.42 g, 9.8 mmol). The mixture was cooled to 5° C., and boron trifluoride diethyl ether complex (1.24 g, 11 mmol) was gradually added dropwise. The mixture was stirred at room temperature for 6 hours, and saturated aqueous solution of sodium hydrogencarbonate (20 ml) was added. The mixture was concentrated, and was extracted with ethyl acetate (30 ml). The organic layer was washed with water (10 ml×2), and the solven... Starting materials: O=C([O-])[O-], I[Cu]I, Fc1ccc(S)cc1, Ic1c[nH]c2ncccc12, [K+], [K+], [NH4+], CN(C)C=O, [OH-]. Yields the product Fc1ccc(Sc2c[nH]c3ncccc23)cc1. As a reaction SMILES: [C:19](=[O:20])([O-:21])[O-:22].[Cu:32]([I:33])[I:34].[F:11][c:12]1[cH:13][cH:14][c:15]([SH:18])[cH:16][cH:17]1.[I:1][c:2]1[cH:3][nH:4][c:5]2[n:6][cH:7][cH:8][cH:9][c:10]12.[K+:23].[K+:24].[NH4+:31].[O:25]=[CH:26][N:27]([CH3:28])[CH3:29].[OH-:30]>>[c:2]1([S:18][c:15]2[cH:14][cH:13][c:12]([F:11])[cH:17][cH:16]2)[cH:3][nH:4][c:5]2[n:6][cH:7][cH:8][cH:9][c:10]12. Reactants: COC=1N=C2C(=CC=NC2=CC1)C#CC1(CCC2(OCCO2)CC1)O (8-(6-methoxy-[1,5]naphthyridin-4-ylethynyl)-1,4-dioxa-spiro[4.5]decan-8-ol), [H][H] (hydrogen). The reagents and catalysts are O=[Pt]=O (PtO2). The solvent is C(C)O (ethanol). Run at time 3 hour. The product is COC=1N=C2C(=CC=NC2=CC1)CCC1(CCC2(OCCO2)CC1)O (8-[2-(6-Methoxy-[1,5]naphthyridin-4-yl)-ethyl]-1,4-dioxa-spiro[4.5]decan-8-ol). RXN SMILES: [CH3:1][O:2][C:3]1[N:4]=[C:5]2[C:10](=[CH:11][CH:12]=1)[N:9]=[CH:8][CH:7]=[C:6]2[C:13]#[C:14][C:15]1([OH:25])[CH2:24][CH2:23][C:18]2([O:22][CH2:21][CH2:20][O:19]2)[CH2:17][CH2:16]1.[H][H]>C(O)C.O=[Pt]=O>[CH3:1][O:2][C:3]1[N:4]=[C:5]2[C:10](=[CH:11][CH:12]=1)[N:9]=[CH:8][CH:7]=[C:6]2[CH2:13][CH2:14][C:15]1([OH:25])[CH2:16][CH2:17][C:18]2([O:22][CH2:21][CH2:20][O:19]2)[CH2:23][CH2:24]1. Reported procedure: A solution of 8-(6-methoxy-[1,5]naphthyridin-4-ylethynyl)-1,4-dioxa-spiro[4.5]decan-8-ol (965 mg, 2.8 mmol) in ethanol (100 ml) was hydrogenated for 6 hours over PtO2 (200 mg) at 1 bar of hydrogen. The catalyst was filtered off and replaced by fresh catalyst and the hydrogenation was continued for a further 3 hours. The catalyst was filtered off and the solvent was concentrated. The crude product was purified by chromatography on silica gel (EtOAc). The reactants are C[Si](C)(C)[N-][Si](C)(C)C.[Na+] (sodium bis(trimethylsilyl)amide), COC(CCC1CCN(CC1)C(=O)OC(C)(C)C)=O (tert-butyl 4-(3-methoxy-3-oxopropyl)piperidine-1-carboxylate), Cl (HCl), IC (iodomethane). The solvent is C1CCOC1 (THF), C1CCOC1 (THF). Conditions: time 25 minute. The product is COC(C(CC1CCN(CC1)C(=O)OC(C)(C)C)C)=O (tert-butyl 4-(3-methoxy-2-methyl-3-oxopropyl)piperidine-1-carboxylate). RXN SMILES: C[Si]([N-][Si](C)(C)C)(C)C.[Na+].[CH3:11][O:12][C:13](=[O:29])[CH2:14][CH2:15][CH:16]1[CH2:21][CH2:20][N:19]([C:22]([O:24][C:25]([CH3:28])([CH3:27])[CH3:26])=[O:23])[CH2:18][CH2:17]1.I[CH3:31].Cl>C1COCC1>[CH3:11][O:12][C:13](=[O:29])[CH:14]([CH3:31])[CH2:15][CH:16]1[CH2:21][CH2:20][N:19]([C:22]([O:24][C:25]([CH3:26])([CH3:28])[CH3:27])=[O:23])[CH2:18][CH2:17]1 |f:0.1|. Reported procedure: To a precooled (−78° C.) solution of 1.0M sodium bis(trimethylsilyl)amide in THF (13.1 mL, 13.1 mmol) was added dropwise under a nitrogen atmosphere a solution of tert-butyl 4-(3-methoxy-3-oxopropyl)piperidine-1-carboxylate (1.78 g, 6.56 mmol) in 11 mL of THF. After stirring for an additional 25 min, neat iodomethane (1.23 mL, 19.7 mmol) was added dropwise and the reaction mixture was stirred at −78° C. for two more h. The reaction mixture was then poured into 1N HCl solution and the resulting m... Starting materials: BrC(C(C)=O)C1=CC=C(C#N)C=C1 (4-(1-bromo-2-oxopropyl)benzonitrile), C(C)(=S)N (thioacetamide), N1=CC=CC=C1 (pyridine). The solvent is C1(=CC=CC=C1)C (toluene). Reaction conditions: temperature 100 celsius. The product is C(#N)C1=CC=C(C=C1)C1=C(N=C(S1)C)C (5-(4-Cyanophenyl)-2,4-dimethylthiazole). RXN SMILES: Br[CH:2]([C:6]1[CH:13]=[CH:12][C:9]([C:10]#[N:11])=[CH:8][CH:7]=1)[C:3](=O)[CH3:4].[C:14]([NH2:17])(=[S:16])[CH3:15].N1C=CC=CC=1>C1(C)C=CC=CC=1>[C:10]([C:9]1[CH:12]=[CH:13][C:6]([C:2]2[S:16][C:14]([CH3:15])=[N:17][C:3]=2[CH3:4])=[CH:7][CH:8]=1)#[N:11]. Procedure details: A solution of 4-(1-bromo-2-oxopropyl)benzonitrile (0.9 g, 3.83 mmol) in toluene (2 ml) was treated with thioacetamide (0.6 g, 8 mmol) followed by pyridine (0.45 ml). The mixture was warmed to 100° C. for 1 hour, then partitioned between ethyl acetate and brine. The organic layer was dried (MgSO4) and evaporated to a yellow oil. Chromatography on silica gel, eluting with 5% ether in dichloromethane, afforded a pale yellow oil which crystallised (0.52 g, 64%), m.p. 108°-110° C. Yields the product ClC=1C=NC=C(C1NC(=O)C1=CC=C2C(=CNC2=C1)C=O)Cl (N-(3,5-Dichloro-pyridin-4-yl)-3-formyl-1H-indole-6-carboxamide). Reported procedure: A stirred solution of dimethylformamide (10 ml), under nitrogen and at 0° C., was treated with phosphorus oxychloride (0.6 ml). After stirring for 30 minutes at 0° C. the mixture was treated with a solution of N-(3,5-dichloro-pyridin-4-yl)-1H-indole-6-carboxamide [1.55 g, Example 1(bg)] in dimethylformamide (5 ml). The mixture was then heated at 40° C. for 45 minutes then cooled to room temperature and then partitioned between ethyl acetate (25 ml) and saturated sodium bicarbonate (50 ml). The o... Run at temperature 0 celsius, time 30 minute. As a reaction SMILES: P(Cl)(Cl)(Cl)=O.[Cl:6][C:7]1[CH:8]=[N:9][CH:10]=[C:11]([Cl:25])[C:12]=1[NH:13][C:14]([C:16]1[CH:24]=[C:23]2[C:19]([CH:20]=[CH:21][NH:22]2)=[CH:18][CH:17]=1)=[O:15].CN(C)[CH:28]=[O:29]>>[Cl:25][C:11]1[CH:10]=[N:9][CH:8]=[C:7]([Cl:6])[C:12]=1[NH:13][C:14]([C:16]1[CH:24]=[C:23]2[C:19]([C:20]([CH:28]=[O:29])=[CH:21][NH:22]2)=[CH:18][CH:17]=1)=[O:15]. Starting materials: P(=O)(Cl)(Cl)Cl (phosphorus oxychloride), CN(C=O)C (dimethylformamide), ClC=1C=NC=C(C1NC(=O)C1=CC=C2C=CNC2=C1)Cl (N-(3,5-dichloro-pyridin-4-yl)-1H-indole-6-carboxamide), CN(C=O)C (dimethylformamide). RXN SMILES: [C:23](=[O:24])([O-:25])[O-:26].[F:1][CH:2]([CH2:3][CH2:4][O:5][c:6]1[cH:7][n:8][c:9](-[c:12]2[cH:13][cH:14][c:15]([OH:18])[cH:16][cH:17]2)[n:10][cH:11]1)[CH2:19][CH2:20][CH2:21][CH3:22].[K+:27].[K+:28].[O:29]=[CH:30][N:31]([CH3:32])[CH3:33].[O:34]([S:35]([c:36]1[cH:37][cH:38][c:39]([CH3:40])[cH:41][cH:42]1)(=[O:43])=[O:44])[CH2:45][CH:46]([CH2:47][CH2:48][CH2:49][CH2:50][CH3:51])[O:52][CH:53]1[O:54][CH2:55][CH2:56][CH2:57][CH2:58]1.[OH2:59]>>[F:1][CH:2]([CH2:3][CH2:4][O:5][c:6]1[cH:7][n:8][c:9](-[c:12]2[cH:13][cH:14][c:15]([O:18][CH2:45][CH:46]([CH2:47][CH2:48][CH2:49][CH2:50][CH3:51])[O:52][CH:53]3[O:54][CH2:55][CH2:56][CH2:57][CH2:58]3)[cH:16][cH:17]2)[n:10][cH:11]1)[CH2:19][CH2:20][CH2:21][CH3:22]. Reactants: O=C([O-])[O-], CCCCC(F)CCOc1cnc(-c2ccc(O)cc2)nc1, [K+], [K+], CN(C)C=O, CCCCCC(COS(=O)(=O)c1ccc(C)cc1)OC1CCCCO1, O. Yields the product CCCCCC(COc1ccc(-c2ncc(OCCC(F)CCCC)cn2)cc1)OC1CCCCO1.